This data is from the Open Reaction Database (ORD), a public repository of structured organic reaction records. The task is: describe an organic reaction: reactants, conditions, products, and yield The reactants are Cc1cc(Cl)nnc1-c1ccc(Br)cc1, CCOC(=O)NN, CCCCO. The product is CCOC(=O)NNc1cc(C)c(-c2ccc(Br)cc2)nn1. As a reaction SMILES: [Br:1][c:2]1[cH:3][cH:4][c:5](-[c:8]2[c:9]([CH3:15])[cH:10][c:11]([Cl:14])[n:12][n:13]2)[cH:6][cH:7]1.[C:16]([NH:17][NH2:18])(=[O:19])[O:20][CH2:21][CH3:22].[CH2:23]([OH:24])[CH2:25][CH2:26][CH3:27]>>[Br:1][c:2]1[cH:3][cH:4][c:5](-[c:8]2[c:9]([CH3:15])[cH:10][c:11]([NH:18][NH:17][C:16](=[O:19])[O:20][CH2:21][CH3:22])[n:12][n:13]2)[cH:6][cH:7]1. The reactants are C[Mg]Br (Methylmagnesium bromide), C1(=CC=CC=C1)C (toluene), C1CCOC1 (THF), C1CCOC1 (THF), C(C1=CC=CC=C1)C(C(=O)[O-])[C@@H]1NC(OC1)=O (benzyl[(4S)-2-oxo-1,3-oxazolidin-4-yl]acetate), resultant mixture. The solvent is C(C)(=O)O (acetic acid), O (water). Conditions: time 2 hour. Product: OC(C[C@@H]1NC(OC1)=O)(C)C ((4S)-4-(2-hydroxy-2-methylpropyl)-1,3-oxazolidin-2-one). As a reaction SMILES: C[Mg]Br.[C:4]1([CH3:10])[CH:9]=C[CH:7]=[CH:6][CH:5]=1.C1C[O:14]CC1.C(C([C@H]1C[O:30][C:29](=[O:32])[NH:28]1)C([O-])=O)C1C=CC=CC=1>C(O)(=O)C.O>[OH:14][C:4]([CH3:10])([CH3:9])[CH2:5][C@H:6]1[CH2:7][O:32][C:29](=[O:30])[NH:28]1. Procedure: Methylmagnesium bromide (227 mL of 3M solution in diethyl ether) was added to a mixture of toluene (340 mL) and THF (340 mL) at −20° C. A warm THF solution (170 mL) of the ester from Step 2 (40 g) was then added dropwise maintaining the temperature below −10° C. The mixture was aged for 2 hours and was then slowly added to a mixture of water (1000 mL) and acetic acid (200 mL) and the resultant mixture was stirred for 2 hours at room temperature. The aqueous layer was separated and the organic la... Starting materials: CS(=O)(=O)Cl (methanesulfonic acid chloride), O[C@]12[C@@H](C[C@H]3[C@@H]4CC=C([C@@]4(C)CC[C@@H]3[C@]2(CC=CC1)C)Br)O (5α,6β-dihydroxy-17-bromo-androsta-2,16-diene), ice water. Solvent: N1=CC=CC=C1 (pyridine). Conditions: time 16 hour. The product is O[C@]12[C@@H](C[C@H]3[C@@H]4CC=C([C@@]4(C)CC[C@@H]3[C@]2(CC=CC1)C)Br)Cl (5α-hydroxy-6β-chloro-17-bromo-androsta-2,16-diene). RXN SMILES: [OH:1][C@:2]12[CH2:19][CH:18]=[CH:17][CH2:16][C@:15]1([CH3:20])[C@@H:14]1[C@H:5]([C@H:6]3[C@@:10]([CH2:12][CH2:13]1)([CH3:11])[C:9]([Br:21])=[CH:8][CH2:7]3)[CH2:4][C@H:3]2O.CS([Cl:27])(=O)=O>N1C=CC=CC=1>[OH:1][C@:2]12[CH2:19][CH:18]=[CH:17][CH2:16][C@:15]1([CH3:20])[C@@H:14]1[C@H:5]([C@H:6]3[C@@:10]([CH2:12][CH2:13]1)([CH3:11])[C:9]([Br:21])=[CH:8][CH2:7]3)[CH2:4][C@H:3]2[Cl:27]. Procedure: 95 g (0.258 mole) of 5α,6β-dihydroxy-17-bromo-androsta-2,16-diene are dissolved in 950 ml of anhydrous pyridine, and 21 ml (0.276 mole) of methanesulfonic acid chloride are added under stirring at room temperature to the solution. The reaction mixture is allowed to stand for 16 hours and then poured under vigorous stirring into 9 liters of ice water. The precipitating difficulty separable substance is extracted with 1600 ml of dichloro methane. The dichloro methane extract is washed with aqueous... Solvent: C(C)O (ethanol), O1CCCC1 (tetrahydrofuran), [OH-].[Na+] (sodium hydroxide), O (water). RXN SMILES: C([O:3][C:4]([C:6]1[CH:7]=[C:8]2[C:13](=[CH:14][CH:15]=1)[NH:12][CH:11]([C:16]1[CH:17]=[N:18][CH:19]=[C:20]([C:22]3[CH:27]=[CH:26][C:25]([C:28]([CH3:31])([CH3:30])[CH3:29])=[CH:24][CH:23]=3)[CH:21]=1)[CH2:10][C:9]2([CH3:33])[CH3:32])=[O:5])C.Cl>C(O)C.O1CCCC1.[OH-].[Na+].O>[C:28]([C:25]1[CH:24]=[CH:23][C:22]([C:20]2[CH:21]=[C:16]([CH:11]3[CH2:10][C:9]([CH3:33])([CH3:32])[C:8]4[C:13](=[CH:14][CH:15]=[C:6]([C:4]([OH:5])=[O:3])[CH:7]=4)[NH:12]3)[CH:17]=[N:18][CH:19]=2)=[CH:27][CH:26]=1)([CH3:31])([CH3:29])[CH3:30] |f:4.5|. Reported procedure: A mixture of 2-[5-(4-tert-butyl-phenyl)-pyridin-3-yl]-4,4-dimethyl-1,2,3,4-tetrahydro-quinoline-6-carboxylic acid ethyl ester (1.0 g, 2.3 mmol) in ethanol (10 mL) and tetrahydrofuran (50 mL), 30% sodium hydroxide in water (10 mL). The reaction mixture was stirred at 60° C. for 12 h. The mixture was neutralized with a 3 N aqueous hydrochloric acid solution and extracted with ethyl acetate (2×50 mL), washed with water, dried over anhydrous sodium sulfate and then concentrated in vacuo to afford 2-... Reaction conditions: temperature 60 celsius, time 12 hour. Yield: 91.2%. Yields the product C(C)(C)(C)C1=CC=C(C=C1)C=1C=C(C=NC1)C1NC2=CC=C(C=C2C(C1)(C)C)C(=O)O (2-[5-(4-tert-butyl-phenyl)-pyridin-3-yl]-4,4-dimethyl-1,2,3,4-tetrahydro-quinoline-6-carboxylic acid). Starting materials: Cl (hydrochloric acid), C(C)OC(=O)C=1C=C2C(CC(NC2=CC1)C=1C=NC=C(C1)C1=CC=C(C=C1)C(C)(C)C)(C)C (2-[5-(4-tert-butyl-phenyl)-pyridin-3-yl]-4,4-dimethyl-1,2,3,4-tetrahydro-quinoline-6-carboxylic acid ethyl ester). The reactants are O=C1C(CCSC2=C1C=CC=C2)CC(=O)O (5-oxo-2,3,4,5-tetrahydro-[1]benzothiepine-4-acetic acid), Cl.COC1=CC=C(C=C1)NN (4-methoxyphenylhydrazine hydrochloride), C(C)(=O)[O-].[Na+] (sodium acetate). The solvent is C(C)O (ethanol). The product is COC1=CC=C(C=C1)N1N=C2C(CC1=O)CCSC1=C2C=CC=C1 (2-(4-methoxyphenyl)-4,4a,5,6-tetrahydro-[1]benzothiepino[5,4-c]pyridazin-3(2H)-one). The yield is 33.2%. RXN SMILES: O=[C:2]1[C:8]2[CH:9]=[CH:10][CH:11]=[CH:12][C:7]=2[S:6][CH2:5][CH2:4][CH:3]1[CH2:13][C:14]([OH:16])=O.Cl.[CH3:18][O:19][C:20]1[CH:25]=[CH:24][C:23]([NH:26][NH2:27])=[CH:22][CH:21]=1.C([O-])(=O)C.[Na+]>C(O)C>[CH3:18][O:19][C:20]1[CH:25]=[CH:24][C:23]([N:26]2[C:14](=[O:16])[CH2:13][CH:3]3[CH2:4][CH2:5][S:6][C:7]4[CH:12]=[CH:11][CH:10]=[CH:9][C:8]=4[C:2]3=[N:27]2)=[CH:22][CH:21]=1 |f:1.2,3.4|. Procedure details: A mixture of 4 g of 5-oxo-2,3,4,5-tetrahydro-[1]benzothiepine-4-acetic acid, 3.5 g of 4-methoxyphenylhydrazine hydrochloride and 1.8 g of sodium acetate in 100 ml of ethanol is refluxed under heating for 12 hours and then the solvent is distilled off. To the residue is added 20 ml of acetic acid and the mixture is refluxed under heating for 2 hours. The solvent is distilled off, and the mixture of the residue in water is extracted with ethyl acetate. The organic layer is washed with water, dried... Starting materials: CC12CCC(C(=C2C[C@@H](CC1)C(=C)C)CCC)=O ((6R/S,9R)6-Methyl-2-propyl-9-(1-methylvinyl)bicyclo[4.4.0]dec-1-ene-3-one), ClC1=CC(=CC=C1)C(=O)OO (m-chloroperbenzoic acid). The solvent is C(Cl)Cl (methylene chloride). Conditions: time 4 hour. Product: CC12CCC(C(=C2C[C@@H](CC1)C1(CO1)C)CCC)=O ((6R/S,9R)6-Methyl-2-propyl-9-(1-methylepoxyethyl)bicyclo[4.4.0]dec-1-ene-3-one). RXN SMILES: [CH3:1][C:2]12[CH2:11][CH2:10][C@@H:9]([C:12]([CH3:14])=[CH2:13])[CH2:8][C:7]1=[C:6]([CH2:15][CH2:16][CH3:17])[C:5](=[O:18])[CH2:4][CH2:3]2.ClC1C=CC=C(C(OO)=[O:27])C=1>C(Cl)Cl>[CH3:1][C:2]12[CH2:11][CH2:10][C@@H:9]([C:12]3([CH3:14])[O:27][CH2:13]3)[CH2:8][C:7]1=[C:6]([CH2:15][CH2:16][CH3:17])[C:5](=[O:18])[CH2:4][CH2:3]2. Procedure: A mixture of 1.68 g (6.83 mmol) of compound obtained from step A, 1.24 g (7.17 mmol) of m-chloroperbenzoic acid was dissolved in 100 mL of methylene chloride and stirred at room temperature for 4 hours. After 4 filtration, the filtrate was washed with 10 mL of 1 N NaOH solution, brine, dried and evaporated to give title product. Yields the product COC(C(CO)NC(C(C1=CC=CC=C1)N1C(C2=C(CCC1)C=C(C(=C2)OC)OC)CC2=CC(=C(C=C2)OC)OC)=O)=O (2-{2-[1-(3,4-Dimethoxy-benzyl)-7,8-dimethoxy-1,3,4,5-tetrahydro-benzo[c]azepin-2-yl]-2-phenyl-acetylamino}-3-hydroxy-propionic acid methyl ester). As a reaction SMILES: [CH3:1][O:2][C:3]1[CH:4]=[C:5]([CH:32]=[CH:33][C:34]=1[O:35][CH3:36])[CH2:6][CH:7]1[C:13]2[CH:14]=[C:15]([O:20][CH3:21])[C:16]([O:18][CH3:19])=[CH:17][C:12]=2[CH2:11][CH2:10][CH2:9][N:8]1[CH:22]([C:26]1[CH:31]=[CH:30][CH:29]=[CH:28][CH:27]=1)[C:23](O)=[O:24].Cl.[CH3:38][O:39][C:40](=[O:45])[C@H:41]([CH2:43][OH:44])[NH2:42]>>[CH3:38][O:39][C:40](=[O:45])[CH:41]([NH:42][C:23](=[O:24])[CH:22]([N:8]1[CH2:9][CH2:10][CH2:11][C:12]2[CH:17]=[C:16]([O:18][CH3:19])[C:15]([O:20][CH3:21])=[CH:14][C:13]=2[CH:7]1[CH2:6][C:5]1[CH:32]=[CH:33][C:34]([O:35][CH3:36])=[C:3]([O:2][CH3:1])[CH:4]=1)[C:26]1[CH:31]=[CH:30][CH:29]=[CH:28][CH:27]=1)[CH2:43][OH:44] |f:1.2|. The reactants are COC=1C=C(CC2N(CCCC3=C2C=C(C(=C3)OC)OC)C(C(=O)O)C3=CC=CC=C3)C=CC1OC ([1-(3,4-dimethoxy-benzyl)-7,8-dimethoxy-1,3,4,5-tetrahydro-benzo[c]azepin-2-yl]-phenyl-acetic acid), Cl.COC([C@@H](N)CO)=O (L-serine methyl ester hydrochloride). Procedure: prepared by reaction of [1-(3,4-dimethoxy-benzyl)-7,8-dimethoxy-1,3,4,5-tetrahydro-benzo[c]azepin-2-yl]-phenyl-acetic acid with L-serine methyl ester hydrochloride.